Dataset: the Open Reaction Database (ORD), a public repository of structured organic reaction records. Task: describe an organic reaction: reactants, conditions, products, and yield Reactants: NC1=CC=C(C=C1)CC(=O)OC (4-aminobenzeneacetic acid, methyl ester), [OH-].[NH4+] (ammonium hydroxide), C(=O)C=O (glyoxal), C=O (formaldehyde). Yields the product N1(C=NC=C1)C1=CC=C(C=C1)CC(=O)OC (4-(1H-Imidazol-1-yl)benzeneacetic acid, methyl ester). Reaction SMILES: [NH2:1][C:2]1[CH:7]=[CH:6][C:5]([CH2:8][C:9]([O:11][CH3:12])=[O:10])=[CH:4][CH:3]=1.[OH-].[NH4+:14].[CH:15]([CH:17]=O)=O.[CH2:19]=O>>[N:1]1([C:2]2[CH:3]=[CH:4][C:5]([CH2:8][C:9]([O:11][CH3:12])=[O:10])=[CH:6][CH:7]=2)[CH:17]=[CH:15][N:14]=[CH:19]1 |f:1.2|. Reported procedure: In a manner similar to preparation 4, react 4-aminobenzeneacetic acid, methyl ester with ammonium hydroxide, glyoxal, and formaldehyde to obtain the title compound. The reactants are FC1=CC(=CC=C1)OC(F)(F)F (1-fluoro-3-(trifluoromethoxy)benzene), [N+](=O)(O)[O-] (nitric acid), ice water. Run in S(O)(O)(=O)=O (sulfuric acid). Run at temperature -10 celsius, time 0.5 hour. Yields the product FC1=CC(=C(C=C1)[N+](=O)[O-])OC(F)(F)F (4-Fluoro-1-nitro-2-(trifluoromethoxy)benzene). The yield is 16.0%. As a reaction SMILES: [N+:1]([O-:4])(O)=[O:2].[F:5][C:6]1[CH:11]=[CH:10][CH:9]=[C:8]([O:12][C:13]([F:16])([F:15])[F:14])[CH:7]=1>S(=O)(=O)(O)O>[F:5][C:6]1[CH:11]=[CH:10][C:9]([N+:1]([O-:4])=[O:2])=[C:8]([O:12][C:13]([F:14])([F:15])[F:16])[CH:7]=1. Reported procedure: Fuming nitric acid (20 mL) was added dropwise to concentrated sulfuric acid (40 ml) under cooling (−10° C.), and subsequently, 1-fluoro-3-(trifluoromethoxy)benzene (15 g, 83 mmol) was added to the mixture at −10° C., and the mixture was stirred for 0.5 hours. After the mixture was added into ice-water to stop the reaction, it was extracted with dichloromethane. After the obtained organic layer was washed with a 1N aqueous sodium hydroxide solution and water, it was dried with anhydrous sodium su... Reactants: COC1=C(C(=CC=C1)OC)C1CC(CC(N1)=O)(C)C (6-(2,6-dimethoxyphenyl)-4,4-dimethylpiperidin-2-one), BrCC1=CC=C(C=C1)OC(F)(F)F (1-(bromomethyl)-4-(trifluoromethoxy)benzene). Product: COC1=C(C(=CC=C1)OC)C1CC(CC(N1CC1=CC=C(C=C1)OC(F)(F)F)=O)(C)C (6-(2,6-dimethoxyphenyl)-4,4-dimethyl-1-(4(trifluoromethoxy)benzyl)piperidin-2-one). RXN SMILES: [CH3:1][O:2][C:3]1[CH:8]=[CH:7][CH:6]=[C:5]([O:9][CH3:10])[C:4]=1[CH:11]1[NH:16][C:15](=[O:17])[CH2:14][C:13]([CH3:19])([CH3:18])[CH2:12]1.Br[CH2:21][C:22]1[CH:27]=[CH:26][C:25]([O:28][C:29]([F:32])([F:31])[F:30])=[CH:24][CH:23]=1>>[CH3:1][O:2][C:3]1[CH:8]=[CH:7][CH:6]=[C:5]([O:9][CH3:10])[C:4]=1[CH:11]1[N:16]([CH2:21][C:22]2[CH:27]=[CH:26][C:25]([O:28][C:29]([F:30])([F:31])[F:32])=[CH:24][CH:23]=2)[C:15](=[O:17])[CH2:14][C:13]([CH3:19])([CH3:18])[CH2:12]1. Procedure: Prepared according to the described general procedure 4 (GP4) by reaction of 6-(2,6-dimethoxyphenyl)-4,4-dimethylpiperidin-2-one with commercially available 1-(bromomethyl)-4-(trifluoromethoxy)benzene. Subsequent purification by preparative HPLC afforded the target compound. LC-MS (conditions D): tR=1.14 min.; [M+H]+: 437.96 g/mol. Starting materials: CC(C)n1ncnc1-c1nc2c(s1)CCOc1ccc(Br)cc1-2, Cc1ccncc1B(O)O, CN(C)C=O. Yields the product Cc1ccncc1-c1ccc2c(c1)-c1nc(-c3ncnn3C(C)C)sc1CCO2. RXN SMILES: [Br:1][c:2]1[cH:3][cH:4][c:5]2[c:6]([cH:23]1)-[c:7]1[n:8][c:9](-[c:15]3[n:16]([CH:20]([CH3:21])[CH3:22])[n:17][cH:18][n:19]3)[s:10][c:11]1[CH2:12][CH2:13][O:14]2.[CH3:24][c:25]1[c:26]([B:31]([OH:32])[OH:33])[cH:27][n:28][cH:29][cH:30]1.[O:34]=[CH:35][N:36]([CH3:37])[CH3:38]>>[c:2]1(-[c:26]2[c:25]([CH3:24])[cH:30][cH:29][n:28][cH:27]2)[cH:3][cH:4][c:5]2[c:6]([cH:23]1)-[c:7]1[n:8][c:9](-[c:15]3[n:16]([CH:20]([CH3:21])[CH3:22])[n:17][cH:18][n:19]3)[s:10][c:11]1[CH2:12][CH2:13][O:14]2. Starting materials: FC1=CC=C(C#N)C=C1 (4-fluorobenzonitrile), SCCO (2-mercaptoethanol). Yields the product OCCSC1=CC=C(C#N)C=C1 (4-(2-hydroxyethylthio)benzonitrile). Reaction SMILES: F[C:2]1[CH:9]=[CH:8][C:5]([C:6]#[N:7])=[CH:4][CH:3]=1.[SH:10][CH2:11][CH2:12][OH:13]>>[OH:13][CH2:12][CH2:11][S:10][C:2]1[CH:9]=[CH:8][C:5]([C:6]#[N:7])=[CH:4][CH:3]=1. Procedure: 5 g of 4-fluorobenzonitrile was used in Procedure Q with 2-mercaptoethanol to afford 4-(2-hydroxyethylthio)benzonitrile. 900 mg of 4-(2-hydroxyethylthio)benzonitrile was reacted via Starting materials: ClCCCCCCO (6-chloro-1-hexanol), C(C)(=O)OC(C)=O (acetic anhydride), N1=CC=CC=C1 (pyridine). The solvent is C(C)OCC (ethyl ether). The product is C(C)(=O)OCCCCCCCl (6-chlorohexanol acetate). Isolated yield 99.0%. RXN SMILES: [Cl:1][CH2:2][CH2:3][CH2:4][CH2:5][CH2:6][CH2:7][OH:8].[C:9](OC(=O)C)(=[O:11])[CH3:10].N1C=CC=CC=1>C(OCC)C>[C:9]([O:8][CH2:7][CH2:6][CH2:5][CH2:4][CH2:3][CH2:2][Cl:1])(=[O:11])[CH3:10]. Procedure details: A solution of 100 ml of 6-chloro-1-hexanol, 85 ml of acetic anhydride and 67 ml of pyridine in 300 ml of dry ethyl ether was stirred at room temperature for 1 h. The reaction mixture was washed 3 times with 100 ml of water and twice with 100 ml of saturated brine, dried over Na2SO4, filtered and evaporated. Distillation afforded 133 g of 6-chlorohexanol acetate (99%), b.p. 132° C. (10 mm). The reactants are CC1(C2=C(C(=CC=C2)P(C3=CC=CC=C3)C4=CC=CC=C4)OC5=C(C=CC=C51)P(C6=CC=CC=C6)C7=CC=CC=C7)C (xantphos), BrC1=C(C=CC(=C1)C(F)(F)F)I (2-bromo-1-iodo-4-(trifluoromethyl)benzene), NC1=C(C=C(C=C1)SCC1=CC=CC=C1)/C=C/C(=O)OCC ((E)-ethyl 3-(2-amino-5-(benzylthio)phenyl)acrylate), P(=O)([O-])([O-])[O-].[K+].[K+].[K+] (potassium phosphate). Reagents/catalysts: C=1C=CC(=CC1)/C=C/C(=O)/C=C/C2=CC=CC=C2.C=1C=CC(=CC1)/C=C/C(=O)/C=C/C2=CC=CC=C2.C=1C=CC(=CC1)/C=C/C(=O)/C=C/C2=CC=CC=C2.[Pd].[Pd] (Pd2(dba)3). Solvent: O1CCOCC1 (dioxane), O (water). Product: C(C1=CC=CC=C1)SC=1C=C2C=CC(N(C2=CC1)C1=C(C=C(C=C1)C(F)(F)F)Br)=O (6-(benzylthio)-1-(2-bromo-4-(trifluoromethyl)phenyl)quinolin-2(1H)-one). As a reaction SMILES: CC1(C)C2C(=C(P(C3C=CC=CC=3)C3C=CC=CC=3)C=CC=2)OC2C(P(C3C=CC=CC=3)C3C=CC=CC=3)=CC=CC1=2.[Br:43][C:44]1[CH:49]=[C:48]([C:50]([F:53])([F:52])[F:51])[CH:47]=[CH:46][C:45]=1I.[NH2:55][C:56]1[CH:61]=[CH:60][C:59]([S:62][CH2:63][C:64]2[CH:69]=[CH:68][CH:67]=[CH:66][CH:65]=2)=[CH:58][C:57]=1/[CH:70]=[CH:71]/[C:72]([O:74]CC)=O.P([O-])([O-])([O-])=O.[K+].[K+].[K+]>O1CCOCC1.O.C1C=CC(/C=C/C(/C=C/C2C=CC=CC=2)=O)=CC=1.C1C=CC(/C=C/C(/C=C/C2C=CC=CC=2)=O)=CC=1.C1C=CC(/C=C/C(/C=C/C2C=CC=CC=2)=O)=CC=1.[Pd].[Pd]>[CH2:63]([S:62][C:59]1[CH:58]=[C:57]2[C:56](=[CH:61][CH:60]=1)[N:55]([C:45]1[CH:46]=[CH:47][C:48]([C:50]([F:53])([F:52])[F:51])=[CH:49][C:44]=1[Br:43])[C:72](=[O:74])[CH:71]=[CH:70]2)[C:64]1[CH:69]=[CH:68][CH:67]=[CH:66][CH:65]=1 |f:3.4.5.6,9.10.11.12.13|. Procedure: A solution of xantphos (0.277 g, 0.479 mmol), Pd2(dba)3 (0.146 g, 0.160 mmol), 2-bromo-1-iodo-4-(trifluoromethyl)benzene (Oakwood Chemical, 1.232 g, 3.51 mmol), (E)-ethyl 3-(2-amino-5-(benzylthio)phenyl)acrylate (1.000 g, 3.19 mmol), and potassium phosphate (2.032 g, 9.57 mmol) in 10 mL dioxane was heated to 90° C. for 5 hours. The reaction mixture was diluted with water and extracted with DCM. The organics were dried over MgSO4 and concentrated. The crude residue was used in the next step witho... As a reaction SMILES: [CH2:1]1[C:7]2[CH:8]=[CH:9][CH:10]=[CH:11][C:6]=2[CH2:5][CH2:4][N:3]([C:12](=[O:14])[CH3:13])[CH2:2]1.[N+:15]([O-])([OH:17])=[O:16]>C(O)(=O)C.S(=O)(=O)(O)O>[N+:15]([C:10]1[CH:9]=[CH:8][C:7]2[CH2:1][CH2:2][N:3]([C:12](=[O:14])[CH3:13])[CH2:4][CH2:5][C:6]=2[CH:11]=1)([O-:17])=[O:16]. The product is [N+](=O)([O-])C1=CC2=C(CCN(CC2)C(C)=O)C=C1 (1-(7-nitro-1,2,4,5-tetrahydrobenzo[d]azepin-3-yl)ethanone). The yield is 85.0%. Reaction conditions: temperature 0 celsius, time 30 minute. Reactants: [N+](=O)(O)[O-] (nitric acid), C1CN(CCC2=C1C=CC=C2)C(C)=O (1-(1,2,4,5-Tetrahydrobenzo[d]azepin-3-yl)ethanone), ice. The solvent is S(O)(O)(=O)=O (sulphuric acid), C(C)(=O)O (acetic acid), S(O)(O)(=O)=O (sulphuric acid). Reported procedure: 1-(1,2,4,5-Tetrahydrobenzo[d]azepin-3-yl)ethanone (3.8 g) was dissolved in a 2:1 mixture of acetic acid and 96% sulphuric acid (15 ml), then the mixture was cooled to 0° C. and a 3:2 mixture of 65% nitric acid and 96% sulphuric acid (2.5 ml) was added dropwise, while the temperature was maintained below 5° C. The mixture was stirred for additional 30 min, then poured into crushed ice (300 g) and extracted with ethyl acetate. The organic phase was washed with 5% aqueous NaHCO3, dried over Na2SO4 ... Starting materials: C1(CC1)N (cyclopropanamine), CCN(C(C)C)C(C)C (DIPEA), ClC=1N=C2C(=NC1Cl)C(=NC=C2)C (2,3-Dichloro-5-methylpyrido[3,4-b]pyrazine). Solvent: O1CCOCC1 (dioxane). Reaction conditions: time 12 hour. Yields the product ClC1=C(N=C2C(=N1)C(=NC=C2)C)NC2CC2 (3-chloro-N-cyclopropyl-5-methylpyrido[3,4-b]pyrazin-2-amine). The yield is 69.8%. RXN SMILES: Cl[C:2]1[N:3]=[C:4]2[CH:12]=[CH:11][N:10]=[C:9]([CH3:13])[C:5]2=[N:6][C:7]=1[Cl:8].[CH:14]1([NH2:17])[CH2:16][CH2:15]1.CCN(C(C)C)C(C)C>O1CCOCC1>[Cl:8][C:7]1[N:6]=[C:5]2[C:9]([CH3:13])=[N:10][CH:11]=[CH:12][C:4]2=[N:3][C:2]=1[NH:17][CH:14]1[CH2:16][CH2:15]1. Reported procedure: 2,3-Dichloro-5-methylpyrido[3,4-b]pyrazine (1.700 g, 7.94 mmol) was added to dioxane (15.88 mL), then cyclopropanamine (0.864 mL, 12.71 mmol) and DIPEA (2.24 mL, 13.50 mmol) were added sequentially. The mixture was stirred for 12 h at room temperature then concentrated under reduced pressure. Column chromatography using a gradient of 10% to 75% EtOAc in hexanes provided 3-chloro-N-cyclopropyl-5-methylpyrido[3,4-b]pyrazin-2-amine (1.3 g) as a brown solid. Reaction SMILES: I.[Cl:2][C:3]1[CH:15]=[CH:14][CH:13]=[C:12]([Cl:16])[C:4]=1[CH:5]=[N:6][NH:7][C:8](=[NH:11])SC.[NH2:17][CH2:18][C:19]1[S:20][CH:21]=[CH:22][CH:23]=1.C(O)C>O.[OH-].[Na+]>[Cl:2][C:3]1[CH:15]=[CH:14][CH:13]=[C:12]([Cl:16])[C:4]=1[CH:5]=[N:6][NH:7][C:8]([NH:17][CH2:18][C:19]1[S:20][CH:21]=[CH:22][CH:23]=1)=[NH:11] |f:0.1,5.6|. The solvent is O (water), [OH-].[Na+] (sodium hydroxide). Yields the product ClC1=C(C=NNC(=N)NCC2=CC=CS2)C(=CC=C1)Cl (1-(2,6-Dichlorobenzylideneamino)-3-(2-thenyl)guanidine). Procedure: A solution of 5.85 g. of methyl 3-(2,6-dichlorobenzylidene)thiocarbazimidate hydriodide and 3.39 g. of 2-(aminomethyl)thiophene in 25 ml. of absolute ethanol is heated under reflux for 16 hours, diluted with water and excess 10N sodium hydroxide is added. After standing, crystallization occurs, and filtration gives 3.50 g. of nearly colorless crystals. Recrystallization from aqueous ethanol gives the desired product as colorless crystals, m.p. 135°-137° C. Starting materials: I.ClC1=C(C=NNC(SC)=N)C(=CC=C1)Cl (methyl 3-(2,6-dichlorobenzylidene)thiocarbazimidate hydriodide), NCC=1SC=CC1 (2-(aminomethyl)thiophene), C(C)O (ethanol).